Dataset: the Open Reaction Database (ORD), a public repository of structured organic reaction records. Task: describe an organic reaction: reactants, conditions, products, and yield Starting materials: [F-].C(CCC)[N+](CCCC)(CCCC)CCCC (tetrabutylammonium fluoride), [Si](C)(C)(C(C)(C)C)O[C@@H]([C@H](C=1OC(=NN1)C1=CC=C(C=C1)O[Si](C)(C)C(C)(C)C)NC1=C(C(=C(C#N)C=C1)Cl)C)C (4-((1R,2R)-2-(tert-butyldimethylsilyloxy)-1-(5-(4-(tert-butyldimethylsilyloxy)phenyl)-1,3,4-oxadiazol-2-yl)propylamino)-2-chloro-3-methylbenzonitrile), [Si](C)(C)(C(C)(C)C)O[C@@H]([C@H](C=1OC(=NN1)C1=CC=C(C=C1)O[Si](C)(C)C(C)(C)C)NC1=C(C(=C(C#N)C=C1)Cl)C)C (4-((1R,2R)-2-(tert-butyldimethylsilyloxy)-1-(5-(4-(tert-butyldimethylsilyloxy)phenyl)-1,3,4-oxadiazol-2-yl)propylamino)-2-chloro-3-methylbenzonitrile). The product is ClC1=C(C#N)C=CC(=C1C)N[C@H]([C@@H](C)O)C=1OC(=NN1)C1=CC=C(C=C1)O (2-chloro-4-((1R,2R)-2-hydroxy-1-(5-(4-hydroxyphenyl)-1,3,4-oxadiazol-2-yl)propylamino)-3-methylbenzonitrile), solid. The yield is 98.0%. RXN SMILES: [Si]([O:8][C@H:9]([CH3:41])[C@@H:10]([NH:30][C:31]1[CH:38]=[CH:37][C:34]([C:35]#[N:36])=[C:33]([Cl:39])[C:32]=1[CH3:40])[C:11]1[O:12][C:13]([C:16]2[CH:21]=[CH:20][C:19]([O:22][Si](C(C)(C)C)(C)C)=[CH:18][CH:17]=2)=[N:14][N:15]=1)(C(C)(C)C)(C)C.[F-].C([N+](CCCC)(CCCC)CCCC)CCC>>[Cl:39][C:33]1[C:32]([CH3:40])=[C:31]([NH:30][C@@H:10]([C:11]2[O:12][C:13]([C:16]3[CH:17]=[CH:18][C:19]([OH:22])=[CH:20][CH:21]=3)=[N:14][N:15]=2)[C@H:9]([OH:8])[CH3:41])[CH:38]=[CH:37][C:34]=1[C:35]#[N:36] |f:1.2|. Procedure details: 4-((1R,2R)-2-(tert-butyldimethylsilyloxy)-1-(5-(4-(tert-butyldimethylsilyloxy)phenyl)-1,3,4-oxadiazol-2-yl)propylamino)-2-chloro-3-methylbenzonitrile (intermediate 10c) (146 mg, 0.24 mmol) was deprotected in a similar manner to that for example 7 using tetrabutylammonium fluoride (1.0 M solution in THF, 0.95 mL, 0.95 mmol). After column chromatography (80% EtOAc/hexanes) the title compound was isolated as a white solid (90 mg, 98%). 1H NMR (500 MHz, acetone-d6, δ in ppm) 8.01 (s, 1H), 7.84 (AA′X... Reactants: CC(CN(S(=O)(=O)C)C[C@@H]1N(CCN(C1)C(=O)OC(C)(C)C)C(=O)OC(C)(C)C)C (di-tert-butyl (2R)-2-(((2-methylpropyl)(methylsulfonyl)amino)methyl)-1,4-piperazinedicarboxylate), Cl (HCl). The solvent is CCOC(=O)C (EtOAc). Conditions: temperature 70 celsius. Product: Cl.Cl.CC(CN(S(=O)(=O)C)C[C@@H]1NCCNC1)C (N-(2-methylpropyl)-N-((2R)-2-piperazinylmethyl)methanesulfonamide dihydrochloride). Isolated yield 105.0%. Reaction SMILES: [CH3:1][CH:2]([CH3:30])[CH2:3][N:4]([CH2:9][C@H:10]1[CH2:15][N:14](C(OC(C)(C)C)=O)[CH2:13][CH2:12][N:11]1C(OC(C)(C)C)=O)[S:5]([CH3:8])(=[O:7])=[O:6].[ClH:31]>CCOC(C)=O>[ClH:31].[ClH:31].[CH3:1][CH:2]([CH3:30])[CH2:3][N:4]([CH2:9][C@H:10]1[CH2:15][NH:14][CH2:13][CH2:12][NH:11]1)[S:5]([CH3:8])(=[O:6])=[O:7] |f:3.4.5|. Reported procedure: A 250-mL round-bottomed flask was charged with di-tert-butyl (2R)-2-(((2-methylpropyl)(methylsulfonyl)amino)methyl)-1,4-piperazinedicarboxylate (0.840 g, 1.87 mmol), HCl (4.0 M in 1,4-dioxane, 2.4 mL, 9.6 mmol, Sigma-Aldrich, St. Louis, Mo.) and EtOAc (20 mL). The reaction mixture was heated at 70° C. for 24 h and then was allowed to cool to room temperature. The resulting white solid was collected via filtration and washed with EtOAc to give N-(2-methylpropyl)-N-((2R)-2-piperazinylmethyl)methan... The reactants are [N+](=O)([O-])C=1C=NN(C1)CC1=CC(=NC=C1)C(C)=O (1-[4-(4-nitro-pyrazol-1-ylmethyl)-pyridin-2-yl]-ethanone), [NH4+].[Cl-] (NH4Cl), N#N (N2). The reagents and catalysts are [Fe] (iron). Solvent: CCO (EtOH), O (water). Conditions: temperature 75 celsius, time 5 hour. Yields the product NC=1C=NN(C1)CC1=CC(=NC=C1)C(C)=O (1-[4-(4-Amino-pyrazol-1-ylmethyl)-pyridin-2-yl]-ethanone). RXN SMILES: N#N.[N+:3]([C:6]1[CH:7]=[N:8][N:9]([CH2:11][C:12]2[CH:17]=[CH:16][N:15]=[C:14]([C:18](=[O:20])[CH3:19])[CH:13]=2)[CH:10]=1)([O-])=O.[NH4+].[Cl-]>CCO.O.[Fe]>[NH2:3][C:6]1[CH:7]=[N:8][N:9]([CH2:11][C:12]2[CH:17]=[CH:16][N:15]=[C:14]([C:18](=[O:20])[CH3:19])[CH:13]=2)[CH:10]=1 |f:2.3|. Procedure: In a flame dried round-bottomed flask equipped with a magnetic stir bar and under inert atmosphere (N2), a mixture of 1-[4-(4-nitro-pyrazol-1-ylmethyl)-pyridin-2-yl]-ethanone (250 mg, 1.01 mmol), iron powder (172 mg, 3.05 mmol) and NH4Cl (274 mg, 5.08 mmol) in a mixture of EtOH (4.0 mL) and water (2.0 mL) was stirred at 75° C. for 5 h. The reaction mixture was filtered while hot and the filter cake rinsed with EtOH. The filtrate was concentrated under reduced pressure and the residue partitioned... The reactants are COC(=O)c1cc(Br)c(O)c(C(C)=O)c1, C1CCOC1, C[Si](C)(C)[N-][Si](C)(C)C, ClCCl, Cl, [Li+], O=C(Cl)N1CCOCC1, O. The product is COC(=O)c1cc(Br)c(O)c(C(=O)CC(=O)N2CCOCC2)c1. As a reaction SMILES: [C:11]([CH3:12])(=[O:13])[c:14]1[cH:15][c:16]([C:17](=[O:18])[O:19][CH3:20])[cH:21][c:22]([Br:25])[c:23]1[OH:24].[CH2:36]1[O:37][CH2:38][CH2:39][CH2:40]1.[CH3:1][Si:2]([N-:3][Si:4]([CH3:5])([CH3:6])[CH3:7])([CH3:8])[CH3:9].[Cl:42][CH2:43][Cl:44].[ClH:35].[Li+:10].[O:26]1[CH2:27][CH2:28][N:29]([C:32](=[O:33])[Cl:34])[CH2:30][CH2:31]1.[OH2:41]>>[C:11]([CH2:12][C:32]([N:29]1[CH2:28][CH2:27][O:26][CH2:31][CH2:30]1)=[O:33])(=[O:13])[c:14]1[cH:15][c:16]([C:17](=[O:18])[O:19][CH3:20])[cH:21][c:22]([Br:25])[c:23]1[OH:24]. The reactants are N[C@](CO)(C)C1=CC2=CC=C(C(=C2C=C1)C1=CC=C(C=C1)OC(F)(F)F)O[C@@H]1CC[C@H](CC1)C(C)(C)C ((R)-2-amino-2-(6-(trans-4-tert-butylcyclohexyloxy)-5-(4-(trifluoromethoxy)phenyl)naphthalen-2-yl)propan-1-ol), C(C)(C)(C)[C@@H]1CC[C@H](CC1)OC=1C(=C2C=CC(=CC2=CC1)[C@]1(NC(OC1)=O)C)C=1C=NC=NC1 ((R)-4-(6-(trans-4-tert-butylcyclohexyloxy)-5-(pyrimidin-5-yl)naphthalen-2-yl)-4-methyloxazolidin-2-one). The product is N[C@](CO)(C)C1=CC2=CC=C(C(=C2C=C1)C=1C=NC=NC1)O[C@@H]1CC[C@H](CC1)C(C)(C)C ((R)-2-amino-2-(6-(trans-4-tert-butylcyclohexyloxy)-5-(pyrimidin-5-yl)naphthalen-2-yl)propan-1-ol). Yield: 48.0%. Reaction SMILES: N[C@@](C1C=CC2C(=CC=C(O[C@H]3CC[C@H](C(C)(C)C)CC3)C=2C2C=CC(OC(F)(F)F)=CC=2)C=1)(C)CO.[C:38]([C@H:42]1[CH2:47][CH2:46][C@H:45]([O:48][C:49]2[C:50]([C:66]3[CH:67]=[N:68][CH:69]=[N:70][CH:71]=3)=[C:51]3[C:56](=[CH:57][CH:58]=2)[CH:55]=[C:54]([C@:59]2([CH3:65])[CH2:63][O:62]C(=O)[NH:60]2)[CH:53]=[CH:52]3)[CH2:44][CH2:43]1)([CH3:41])([CH3:40])[CH3:39]>>[NH2:60][C@@:59]([C:54]1[CH:53]=[CH:52][C:51]2[C:56](=[CH:57][CH:58]=[C:49]([O:48][C@H:45]3[CH2:44][CH2:43][C@H:42]([C:38]([CH3:41])([CH3:40])[CH3:39])[CH2:47][CH2:46]3)[C:50]=2[C:66]2[CH:67]=[N:68][CH:69]=[N:70][CH:71]=2)[CH:55]=1)([CH3:65])[CH2:63][OH:62]. Procedure: (R)-2-amino-2-(6-(trans-4-tert-butylcyclohexyloxy)-5-(pyrimidin-5-yl)naphthalen-2-yl)propan-1-ol was synthesized as per (R)-2-amino-2-(6-(trans-4-tert-butylcyclohexyloxy)-5-(4-(trifluoromethoxy)phenyl)naphthalen-2-yl)propan-1-ol (Example 221) in 48% yield using (R)-4-(6-(trans-4-tert-butylcyclohexyloxy)-5-(pyrimidin-5-yl)naphthalen-2-yl)-4-methyloxazolidin-2-one as starting material. MS: m/z 417.28 [M−16]+. 1H NMR (MeOD) δ: 9.21 (s, 1H), 8.79 (s, 2H), 7.99-8.05 (m, 2H), 7.59 (dd, J=9.0, 2.0 Hz, ... Reactants: ClCc1cncc(Br)c1, C1CCOC1, CCO, Cc1ncc[nH]1, [H-], [Na+]. Product: Cc1nccn1Cc1cncc(Br)c1. Reaction SMILES: [Br:9][c:10]1[cH:11][n:12][cH:13][c:14]([CH2:16][Cl:17])[cH:15]1.[CH2:18]1[O:19][CH2:20][CH2:21][CH2:22]1.[CH3:23][CH2:24][OH:25].[CH3:3][c:4]1[nH:5][cH:6][cH:7][n:8]1.[H-:1].[Na+:2]>>[CH3:3][c:4]1[n:5]([CH2:16][c:14]2[cH:13][n:12][cH:11][c:10]([Br:9])[cH:15]2)[cH:6][cH:7][n:8]1. Reactants: Brc1ccc(Br)nc1, CC(C)(C)[O-], CS(C)=O, [K+], Oc1ccccc1. Yields the product Brc1ccc(Oc2ccccc2)nc1. RXN SMILES: [Br:1][c:2]1[n:3][cH:4][c:5]([Br:8])[cH:6][cH:7]1.[CH3:16][C:17]([CH3:18])([O-:19])[CH3:20].[CH3:22][S:23](=[O:24])[CH3:25].[K+:21].[OH:9][c:10]1[cH:11][cH:12][cH:13][cH:14][cH:15]1>>[c:2]1([O:9][c:10]2[cH:11][cH:12][cH:13][cH:14][cH:15]2)[n:3][cH:4][c:5]([Br:8])[cH:6][cH:7]1. The reactants are O (water), N-potassium, C1(C=2C(C(N1)=O)=CC=CC2)=O (phthalimide), C(#N)C1=C(C(=O)Cl)C=C(C=C1)OC1=C(C=C(C=C1)Cl)Cl (2-cyano-5-(2,4-dichlorophenoxy)benzoyl chloride). The solvent is CN(C=O)C (dimethylformamide). Conditions: time 8 hour. Product: C(#N)C1=C(C(=O)N2C(C=3C(C2=O)=CC=CC3)=O)C=C(C=C1)OC1=C(C=C(C=C1)Cl)Cl (N-[2-cyano-5-(2,4-dichlorophenoxy)benzoyl]phthalimide). Reaction SMILES: [C:1]1(=[O:11])[NH:5][C:4](=[O:6])[C:3]2=[CH:7][CH:8]=[CH:9][CH:10]=[C:2]12.[C:12]([C:14]1[CH:22]=[CH:21][C:20]([O:23][C:24]2[CH:29]=[CH:28][C:27]([Cl:30])=[CH:26][C:25]=2[Cl:31])=[CH:19][C:15]=1[C:16](Cl)=[O:17])#[N:13].O>CN(C)C=O>[C:12]([C:14]1[CH:22]=[CH:21][C:20]([O:23][C:24]2[CH:29]=[CH:28][C:27]([Cl:30])=[CH:26][C:25]=2[Cl:31])=[CH:19][C:15]=1[C:16]([N:5]1[C:1](=[O:11])[C:2]2=[CH:10][CH:9]=[CH:8][CH:7]=[C:3]2[C:4]1=[O:6])=[O:17])#[N:13]. Procedure: The N-potassium salt of phthalimide (0.025 mole) dissolved in dimethylformamide (50 ml) and 2-cyano-5-(2,4-dichlorophenoxy)benzoyl chloride (0.025 mole) are charged into a glass reaction vessel equipped with a mechanical stirrer and thermometer. The reaction mixture is stirred at room temperature for a period of about 8 hours. After this time the mixture is poured into water (150 ml) and is extracted twice with toluene. The toluene extracts are combined and stripped of solvent leaving a solid re... Reactants: NC=1C(=C(C(=C(C1I)C(=O)N1CCOCC1)I)C(=O)N1CCOCC1)I ([3-Amino-2,4,6-triiodo-5-(morpholine-4-carbonyl)-phenyl]-morpholin-4-yl-methanone), C(=O)(Cl)Cl (phosgene), C1(=CC=CC=C1)C (toluene). Solvent: O1CCOCC1 (1,4-dioxane), O1CCOCC1 (Dioxane). Conditions: temperature 50 celsius. Yields the product N1(CCOCC1)C(=O)C1=C(C(=C(C(=C1I)C(=O)N1CCOCC1)I)N=C=O)I (Morpholin-4-yl-[2,4,6-triiodo-3-isocyanato-5-(morpholine-4-carbonyl)-phenyl]-methanone). Reaction SMILES: [NH2:1][C:2]1[C:3]([I:26])=[C:4]([C:18]([N:20]2[CH2:25][CH2:24][O:23][CH2:22][CH2:21]2)=[O:19])[C:5]([I:17])=[C:6]([C:9]([N:11]2[CH2:16][CH2:15][O:14][CH2:13][CH2:12]2)=[O:10])[C:7]=1[I:8].[C:27](Cl)(Cl)=[O:28].C1(C)C=CC=CC=1>O1CCOCC1>[N:11]1([C:9]([C:6]2[C:5]([I:17])=[C:4]([C:18]([N:20]3[CH2:25][CH2:24][O:23][CH2:22][CH2:21]3)=[O:19])[C:3]([I:26])=[C:2]([N:1]=[C:27]=[O:28])[C:7]=2[I:8])=[O:10])[CH2:12][CH2:13][O:14][CH2:15][CH2:16]1. Procedure details: To a solution of [3-Amino-2,4,6-triiodo-5-(morpholine-4-carbonyl)-phenyl]-morpholin-4-yl-methanone (8 g, 11.4 mmol) in 1,4-dioxane (40 mL) was added ˜11 equivalents of 20% phosgene solution in toluene (60 mL, 120 mmol) at ambient temperature, the solution was heated at 50° C. for 15 hours. The reaction was allowed to cool to ambient temperature and then concentrated at reduced pressure to yield an off white, semi-crystalline solid. Dioxane (30 mL×2) was added and removed slowly at reduced pressu... The reactants are [F-].[Cs+] (cesium fluoride), FC1(C(=O)OC(C(C1(F)F)(F)F)(F)F)F (perfluoro-δ-valerolactone), FC(C1(C(F)(F)O1)F)(F)F (hexafluoropropylene oxide). The solvent is COCCOC (ethyleneglycol dimethyl ether). The product is FC(C(=O)F)(OC(C(C(C(C(=O)F)(F)F)(F)F)(F)F)(F)F)C(F)(F)F (perfluoro-2-methyl-3-oxaoctanedioyl fluoride). As a reaction SMILES: [F-:1].[Cs+].[F:3][C:4]1([F:17])[C:10]([F:12])([F:11])[C:9]([F:14])([F:13])[C:8]([F:16])([F:15])[O:7][C:5]1=[O:6].[F:18][C:19]([F:27])([F:26])[C:20]1([F:25])[O:24][C:21]1(F)[F:22]>COCCOC>[F:25][C:20]([C:19]([F:27])([F:26])[F:18])([O:7][C:8]([F:16])([F:15])[C:9]([F:14])([F:13])[C:10]([F:12])([F:11])[C:4]([F:17])([F:3])[C:5]([F:1])=[O:6])[C:21]([F:22])=[O:24] |f:0.1|. Procedure: In a 200 cc autoclave equipped with a mechanical stirrer, 5 g of cesium fluoride powder, 20 cc of ethyleneglycol dimethyl ether and 50 g of perfluoro-δ-valerolactone was charged. Thirty seven grams of hexafluoropropylene oxide was introduced intermittently into the reactor for about 2 hours with vigorously stirring at the temperature of 0° to 5° C. under a pressure of lower than 1.0 kg/cm2G.